From a dataset of the Open Reaction Database (ORD), a public repository of structured organic reaction records. describe an organic reaction: reactants, conditions, products, and yield Procedure details: Using a procedure similar to that described in Example 17, but starting with 2-[3-(3-methylphenyl)ureido]acetic acid (1.04 g), tert-butyl 2-[(2,3-dichlorophenyl)amino]acetate (1.4 g) and sulphinyl chloride (0.6 g), and after recrystallisation in acetonitrile, tert-butyl 2-{N-(2,3-dichlorophenyl)-2-[3 -(3-methylphenyl)ureido]acetamido}acetate (0.3 g), m.p. 135° C., is obtained. Starting materials: CC=1C=C(C=CC1)NC(NCC(=O)O)=O (2-[3-(3-methylphenyl)ureido]acetic acid), ClC1=C(C=CC=C1Cl)NCC(=O)OC(C)(C)C (tert-butyl 2-[(2,3-dichlorophenyl)amino]acetate), S(=O)(Cl)Cl (sulphinyl chloride). Isolated yield 12.9%. As a reaction SMILES: [CH3:1][C:2]1[CH:3]=[C:4]([NH:8][C:9](=[O:15])[NH:10][CH2:11][C:12]([OH:14])=O)[CH:5]=[CH:6][CH:7]=1.[Cl:16][C:17]1[C:22]([Cl:23])=[CH:21][CH:20]=[CH:19][C:18]=1[NH:24][CH2:25][C:26]([O:28][C:29]([CH3:32])([CH3:31])[CH3:30])=[O:27].S(Cl)(Cl)=O>>[Cl:16][C:17]1[C:22]([Cl:23])=[CH:21][CH:20]=[CH:19][C:18]=1[N:24]([CH2:25][C:26]([O:28][C:29]([CH3:32])([CH3:31])[CH3:30])=[O:27])[C:12](=[O:14])[CH2:11][NH:10][C:9]([NH:8][C:4]1[CH:5]=[CH:6][CH:7]=[C:2]([CH3:1])[CH:3]=1)=[O:15]. Product: ClC1=C(C=CC=C1Cl)N(C(CNC(=O)NC1=CC(=CC=C1)C)=O)CC(=O)OC(C)(C)C (tert-butyl 2-{N-(2,3-dichlorophenyl)-2-[3 -(3-methylphenyl)ureido]acetamido}acetate).